From a dataset of the Open Reaction Database (ORD), a public repository of structured organic reaction records. describe an organic reaction: reactants, conditions, products, and yield Starting materials: COc1ccc(C(O)c2ccco2)cc1OC1CCCC1, ClCCl. Product: COc1ccc(C(=O)c2ccco2)cc1OC1CCCC1. As a reaction SMILES: [CH:1]1([O:6][c:7]2[cH:8][c:9]([CH:15]([OH:16])[c:17]3[o:18][cH:19][cH:20][cH:21]3)[cH:10][cH:11][c:12]2[O:13][CH3:14])[CH2:2][CH2:3][CH2:4][CH2:5]1.[Cl:22][CH2:23][Cl:24]>>[CH:1]1([O:6][c:7]2[cH:8][c:9]([C:15](=[O:16])[c:17]3[o:18][cH:19][cH:20][cH:21]3)[cH:10][cH:11][c:12]2[O:13][CH3:14])[CH2:2][CH2:3][CH2:4][CH2:5]1. Reactants: C(C)(CC)B(OC(C)C)C#CCCCCl (sec-butyl(5-chloro-1-pentynyl)isopropoxyborane), ( 100 ), CO (MeOH). Product: ClCCCC#CC([C@@H](CC)C)=O ([R]-(-)-9-chloro-3-methyl-5-nonyn-4-one). RXN SMILES: C(B([C:10]#[C:11][CH2:12][CH2:13][CH2:14][Cl:15])OC(C)C)(CC)C.[CH3:16][OH:17]>>[Cl:15][CH2:14][CH2:13][CH2:12][C:11]#[C:10][C:16](=[O:17])[C@H:11]([CH3:10])[CH2:12][CH3:13]. Procedure: [R]-(-)-9-chloro-3-methyl-5-nonyn-4-one was prepared by the method of Example 35 from sec-butyl(5-chloro-1-pentynyl)isopropoxyborane. [α]75D -12.84 (c 1.89, MeOH); IR (neat) 2213, 1671 cm1. 13C NMR (CDCl3) δ191.9, 92.2, 80.5, 50.0, 43.2, 30.5, 25.8, 16.4, 15.5, 11.4. MS m/e % (chemical ionization) 187 (100). Reactants: [OH-].[Na+] (sodium hydroxide), C1CCOC1 (THF), CO (methanol), COC(C(C)C1=CC=C(C=C1)OCC1=CC(=CC=C1)C(C1=CC=CC=C1)=O)=O ([4-(3-benzoyl-benzyloxy)-phenyl]-propanoic acid methyl ester). Solvent: O (water), O (water). Reaction conditions: time 15 hour. Yields the product C(C1=CC=CC=C1)(=O)C=1C=C(COC2=CC=C(C=C2)CCC(=O)O)C=CC1 (3-{4-[(3-Benzoylbenzyl)oxy]phenyl}propanoic acid). Yield: 97.2%. RXN SMILES: [CH2:1]1[CH2:5][O:4][CH2:3][CH2:2]1.[CH3:6][OH:7].COC(=O)C(C1C=CC(OC[C:21]2[CH:26]=[CH:25][CH:24]=[C:23]([C:27](=[O:34])[C:28]3[CH:33]=[CH:32][CH:31]=[CH:30][CH:29]=3)[CH:22]=2)=CC=1)C.[OH-:36].[Na+]>O>[C:27]([C:23]1[CH:22]=[C:21]([CH:26]=[CH:25][CH:24]=1)[CH2:3][O:4][C:5]1[CH:1]=[CH:2][C:22]([CH2:23][CH2:24][C:6]([OH:36])=[O:7])=[CH:21][CH:26]=1)(=[O:34])[C:28]1[CH:33]=[CH:32][CH:31]=[CH:30][CH:29]=1 |f:3.4|. Reported procedure: To a 100 mL RB flask fitted with magnetic stirrer was charged 15 mL of THF, 1.0 mL water, and 1.0 mL methanol. To the stirred solvent mixture was added [4-(3-benzoyl-benzyloxy)-phenyl]-propanoic acid methyl ester (1.5 g, 4.0064 mmol) followed by the addition of sodium hydroxide (0.480 g, 12.02 mmol). The resulting solution was stirred at RT for 15 h. After completion of the reaction (reaction monitored by TLC), RM was diluted with 10 mL of water and washed with 40 mL DCM (50 mL×2). Then the aque... The reactants are C, CC(C)(C)Nc1nc(NCc2ccccc2)c(F)cc1F, CO, Cl, [Pd]. Product: CC(C)(C)Nc1nc(N)c(F)cc1F. RXN SMILES: [C:23].[CH2:1]([c:2]1[cH:3][cH:4][cH:5][cH:6][cH:7]1)[NH:8][c:9]1[n:10][c:11]([NH:17][C:18]([CH3:19])([CH3:20])[CH3:21])[c:12]([F:16])[cH:13][c:14]1[F:15].[CH3:25][OH:26].[ClH:22].[Pd:24]>>[NH2:8][c:9]1[n:10][c:11]([NH:17][C:18]([CH3:19])([CH3:20])[CH3:21])[c:12]([F:16])[cH:13][c:14]1[F:15]. As a reaction SMILES: [CH2:25]([CH3:26])[O:27][NH2:28].[CH3:1][OH:2].[OH2:29].[OH:3][C:4]1=[C:5]([C:21]([CH2:22][CH3:23])=[O:24])[C:6](=[O:20])[CH2:7][CH:8]([c:10]2[cH:11][cH:12][c:13]([C:16](=[O:17])[O:18][CH3:19])[cH:14][cH:15]2)[CH2:9]1>>[OH:3][C:4]1=[C:5]([C:21]([CH2:22][CH3:23])=[N:28][O:27][CH2:25][CH3:26])[C:6](=[O:20])[CH2:7][CH:8]([c:10]2[cH:11][cH:12][c:13]([C:16](=[O:17])[O:18][CH3:19])[cH:14][cH:15]2)[CH2:9]1. Product: CCON=C(CC)C1=C(O)CC(c2ccc(C(=O)OC)cc2)CC1=O. The reactants are CCON, CO, O, CCC(=O)C1=C(O)CC(c2ccc(C(=O)OC)cc2)CC1=O. Starting materials: CCCC(c1ccc(NC(=O)C(C)(C)C)nc1)C(C(=O)O)C(=O)OCC, C=O, C1CCNCC1, C1CCOC1. Yields the product C=C(C(=O)OCC)C(CCC)c1ccc(NC(=O)C(C)(C)C)nc1. As a reaction SMILES: [CH2:1]([CH3:2])[O:3][C:4]([CH:5]([C:6]([OH:7])=[O:8])[CH:9]([CH2:10][CH2:11][CH3:12])[c:13]1[cH:14][n:15][c:16]([NH:19][C:20]([C:21]([CH3:22])([CH3:23])[CH3:24])=[O:25])[cH:17][cH:18]1)=[O:26].[CH2:27]=[O:28].[CH2:29]1[CH2:30][CH2:31][NH:32][CH2:33][CH2:34]1.[CH2:35]1[O:36][CH2:37][CH2:38][CH2:39]1>>[CH2:1]([CH3:2])[O:3][C:4]([C:5](=[CH2:6])[CH:9]([CH2:10][CH2:11][CH3:12])[c:13]1[cH:14][n:15][c:16]([NH:19][C:20]([C:21]([CH3:22])([CH3:23])[CH3:24])=[O:25])[cH:17][cH:18]1)=[O:26]. Reactants: CC(=O)O[BH-](OC(C)=O)OC(C)=O, C1CCNCC1, CC(=O)O, O=Cc1ccc(OCCCCl)cc1, [Na+], O. The product is ClCCCOc1ccc(CN2CCCCC2)cc1. As a reaction SMILES: [C:24]([O:25][BH-:26]([O:27][C:28](=[O:29])[CH3:30])[O:31][C:32](=[O:33])[CH3:34])(=[O:35])[CH3:36].[CH2:14]1[CH2:15][CH2:16][NH:17][CH2:18][CH2:19]1.[CH3:20][C:21](=[O:22])[OH:23].[Cl:1][CH2:2][CH2:3][CH2:4][O:5][c:6]1[cH:7][cH:8][c:9]([CH:10]=[O:11])[cH:12][cH:13]1.[Na+:37].[OH2:38]>>[Cl:1][CH2:2][CH2:3][CH2:4][O:5][c:6]1[cH:7][cH:8][c:9]([CH2:10][N:17]2[CH2:16][CH2:15][CH2:14][CH2:19][CH2:18]2)[cH:12][cH:13]1.